This data is from the Open Reaction Database (ORD), a public repository of structured organic reaction records. The task is: describe an organic reaction: reactants, conditions, products, and yield The reactants are [Br-], C1CCOC1, C[Mg+], COc1cn(-c2ccc(I)cc2F)nc(C(=O)N(C)OC)c1=O. Yields the product COc1cn(-c2ccc(I)cc2F)nc(C(C)=O)c1=O. Reaction SMILES: [Br-:1].[CH2:27]1[O:28][CH2:29][CH2:30][CH2:31]1.[CH3:2][Mg+:3].[F:4][c:5]1[c:6](-[n:12]2[n:13][c:14]([C:21](=[O:22])[N:23]([O:24][CH3:25])[CH3:26])[c:15](=[O:20])[c:16]([O:18][CH3:19])[cH:17]2)[cH:7][cH:8][c:9]([I:11])[cH:10]1>>[CH3:2][C:21]([c:14]1[n:13][n:12](-[c:6]2[c:5]([F:4])[cH:10][c:9]([I:11])[cH:8][cH:7]2)[cH:17][c:16]([O:18][CH3:19])[c:15]1=[O:20])=[O:22]. Starting materials: [Br-], Cc1ccccc1, CCCC[N+](CCCC)(CCCC)CCCC, O=C1NS(=O)(=O)N2CCCC12, ClCSc1ccccc1. Product: O=C1C2CCCN2S(=O)(=O)N1CSc1ccccc1. RXN SMILES: [Br-:28].[CH3:21][c:22]1[cH:23][cH:24][cH:25][cH:26][cH:27]1.[CH3:29][CH2:30][CH2:31][CH2:32][N+:33]([CH2:34][CH2:35][CH2:36][CH3:37])([CH2:38][CH2:39][CH2:40][CH3:41])[CH2:42][CH2:43][CH2:44][CH3:45].[S:1]1(=[O:10])(=[O:11])[N:2]2[CH:3]([C:4](=[O:6])[NH:5]1)[CH2:7][CH2:8][CH2:9]2.[c:12]1([S:18][CH2:19][Cl:20])[cH:13][cH:14][cH:15][cH:16][cH:17]1>>[S:1]1(=[O:10])(=[O:11])[N:2]2[CH:3]([C:4](=[O:6])[N:5]1[CH2:19][S:18][c:12]1[cH:13][cH:14][cH:15][cH:16][cH:17]1)[CH2:7][CH2:8][CH2:9]2. Starting materials: C[C@]12CC[C@H]3[C@H]([C@@H]1CCC2=O)CC=C4[C@@]3(CC[C@@H](C4)OS(=O)(=O)O)C (dehydroepiandrosterone sulfate), C[C@]12CC[C@H]3[C@H]([C@@H]1CCC2=O)CC=C4[C@@]3(CC[C@@H](C4)O)C (Dehydroepiandrosterone), androgen. Product: C[C@]12CC[C@H]3[C@H]([C@@H]1CCC2=O)CC=C4[C@@]3(CC[C@@H](C4)O)C (DHEA), C[C@]12CC[C@H]3[C@H]([C@@H]1CC[C@@H]2O)CCC4=CC(=O)CC[C@]34C (testosterone). RXN SMILES: [CH3:1][C@@:2]12[C:10](=[O:11])[CH2:9][CH2:8][C@H:7]1[C@@H:6]1[CH2:12][CH:13]=[C:14]3[CH2:19][C@@H:18]([OH:20])[CH2:17][CH2:16][C@:15]3([CH3:21])[C@H:5]1[CH2:4][CH2:3]2.[CH3:22][C@@:23]12[C:31](=[O:32])[CH2:30][CH2:29][C@H:28]1[C@@H:27]1[CH2:33][CH:34]=[C:35]3[CH2:40][C@@H:39]([O:41]S(O)(=O)=O)[CH2:38][CH2:37][C@:36]3([CH3:46])[C@H:26]1[CH2:25][CH2:24]2>>[CH3:1][C@@:2]12[C:10](=[O:11])[CH2:9][CH2:8][C@H:7]1[C@@H:6]1[CH2:12][CH:13]=[C:14]3[CH2:19][C@@H:18]([OH:20])[CH2:17][CH2:16][C@:15]3([CH3:21])[C@H:5]1[CH2:4][CH2:3]2.[CH3:22][C@@:23]12[C@@H:31]([OH:32])[CH2:30][CH2:29][C@H:28]1[C@@H:27]1[CH2:33][CH2:34][C:35]3[C@@:36]([CH3:46])([C@H:26]1[CH2:25][CH2:24]2)[CH2:37][CH2:38][C:39](=[O:41])[CH:40]=3. Procedure: Dehydroepiandrosterone (DHEA) [(3β-hydroxy-5-androsten-17-one)] is a weak androgen synthesized by the adrenal cortex. It has a short plasma half-life and is usually converted to dehydroepiandrosterone sulfate (DHEA-S). Excessive DHEA secretion can produce acne, hirsutism and virilization via conversion to testosterone. Starting materials: Cl (hydrochloric acid), OC1=C(C(OC1=O)CCC(=O)OCC)C1=CC=CC=C1 (ethyl 3-(4-hydroxy-5-oxo-3-phenyl-2,5-dihydro-2-furyl)propionate), C([O-])([O-])=O.[K+].[K+] (potassium carbonate), CI (methyl iodide). Run in CN(C=O)C (N,N-dimethylformamide). The product is COC1=C(C(OC1=O)CCC(=O)OCC)C1=CC=CC=C1 (ethyl 3-(4-methoxy-5-oxo-3-phenyl-2,5-dihydro-2-furyl)propionate). Reaction SMILES: [OH:1][C:2]1[C:6](=[O:7])[O:5][CH:4]([CH2:8][CH2:9][C:10]([O:12][CH2:13][CH3:14])=[O:11])[C:3]=1[C:15]1[CH:20]=[CH:19][CH:18]=[CH:17][CH:16]=1.[C:21](=O)([O-])[O-].[K+].[K+].CI.Cl>CN(C)C=O>[CH3:21][O:1][C:2]1[C:6](=[O:7])[O:5][CH:4]([CH2:8][CH2:9][C:10]([O:12][CH2:13][CH3:14])=[O:11])[C:3]=1[C:15]1[CH:16]=[CH:17][CH:18]=[CH:19][CH:20]=1 |f:1.2.3|. Reported procedure: To a mixture of ethyl 3-(4-hydroxy-5-oxo-3-phenyl-2,5-dihydro-2-furyl)propionate (86 g) and potassium carbonate (51.62 g) in N,N-dimethylformamide (855 ml) was added dropwise methyl iodide (23.25 ml) at ambient temperature with stirring and the mixture was stirred for 2.5 hours at the same temperature. The solvent was evaporated in vacuo to give a residue which was poured into diluted hydrochloric acid and extracted with ethyl acetate. The extract was washed with water and brine successively and... Starting materials: CSc1ccc(C(=O)c2cnoc2C)c(Cl)c1Cl, ClCCl, O=C(OO)c1cccc(Cl)c1. Product: Cc1oncc1C(=O)c1ccc(S(C)=O)c(Cl)c1Cl. RXN SMILES: [Cl:12][c:13]1[c:14]([C:15](=[O:16])[c:17]2[cH:18][n:19][o:20][c:21]2[CH3:22])[cH:23][cH:24][c:25]([S:28][CH3:29])[c:26]1[Cl:27].[Cl:30][CH2:31][Cl:32].[OH:1][O:2][C:3]([c:4]1[cH:5][c:6]([Cl:7])[cH:8][cH:9][cH:10]1)=[O:11]>>[O:1]=[S:28]([c:25]1[cH:24][cH:23][c:14]([C:15](=[O:16])[c:17]2[cH:18][n:19][o:20][c:21]2[CH3:22])[c:13]([Cl:12])[c:26]1[Cl:27])[CH3:29]. Reactants: N12CCCCCC2=NCCC1 (1,8 Diazabicyclo[5,4,0]-undec-7-ene), Cl.NCC1=C2CN(C(C2=CC=C1)=O)C1C(NC(CC1)=O)=O (3-(4-aminomethyl-1-oxo-1,3-dihydro-isoindol-2-yl)-piperidine-2,6-dione hydrochloride), ClC=1C=C(C(=O)Cl)C=CC1 (3-Chlorobenzoyl chloride). Solvent: C(C)#N (acetonitrile). Conditions: time 30 minute. The product is ClC=1C=C(C(=O)NCC2=C3CN(C(C3=CC=C2)=O)C2C(NC(CC2)=O)=O)C=CC1 (3-chloro-N-[2-(2,6-dioxo-piperidin-3-yl)-1-oxo-2,3-dihydro-1H-isoindol-4-ylmethyl]-benzamide). Isolated yield 96.0%. Reaction SMILES: N12CCCN=C1CCCCC2.Cl.[NH2:13][CH2:14][C:15]1[CH:23]=[CH:22][CH:21]=[C:20]2[C:16]=1[CH2:17][N:18]([CH:25]1[CH2:30][CH2:29][C:28](=[O:31])[NH:27][C:26]1=[O:32])[C:19]2=[O:24].[Cl:33][C:34]1[CH:35]=[C:36]([CH:40]=[CH:41][CH:42]=1)[C:37](Cl)=[O:38]>C(#N)C>[Cl:33][C:34]1[CH:35]=[C:36]([CH:40]=[CH:41][CH:42]=1)[C:37]([NH:13][CH2:14][C:15]1[CH:23]=[CH:22][CH:21]=[C:20]2[C:16]=1[CH2:17][N:18]([CH:25]1[CH2:30][CH2:29][C:28](=[O:31])[NH:27][C:26]1=[O:32])[C:19]2=[O:24])=[O:38] |f:1.2|. Procedure details: 1,8 Diazabicyclo[5,4,0]-undec-7-ene (0.8 g, 5.3 mmol) was added to a stirred suspension of 3-(4-aminomethyl-1-oxo-1,3-dihydro-isoindol-2-yl)-piperidine-2,6-dione hydrochloride in acetonitrile (100 mL). The mixture was stirred for 30 minutes. 3-Chlorobenzoyl chloride (0.6 g, 3.2 mmol) was added, and the mixture was stirred at room temperature overnight. The mixture was concentrated and the residue was stirred with CH2Cl2 (60 mL) and 2N HCl (30 mL). The mixture was filtered and the solid was slurr... The reactants are COC1CCN(CC1)[C@H]1[C@@H](CCC1)N (trans-N-[2-(4-methoxy-1-piperidinyl)cyclopentyl]amine), COC=1C=C(C(=O)Cl)C=CC1Cl (3-methoxy-4-chlorobenzoyl chloride). The product is COC1CCN(CC1)[C@H]1[C@@H](CCC1)NC(C1=CC(=C(C=C1)Cl)OC)=O (trans-N-[2-(4-methoxy-1-piperidinyl)cyclopentyl]-3-methoxy-4-chlorobenzamide). As a reaction SMILES: [CH3:1][O:2][CH:3]1[CH2:8][CH2:7][N:6]([C@@H:9]2[CH2:13][CH2:12][CH2:11][C@H:10]2[NH2:14])[CH2:5][CH2:4]1.[CH3:15][O:16][C:17]1[CH:18]=[C:19]([CH:23]=[CH:24][C:25]=1[Cl:26])[C:20](Cl)=[O:21]>>[CH3:1][O:2][CH:3]1[CH2:4][CH2:5][N:6]([C@@H:9]2[CH2:13][CH2:12][CH2:11][C@H:10]2[NH:14][C:20](=[O:21])[C:19]2[CH:23]=[CH:24][C:25]([Cl:26])=[C:17]([O:16][CH3:15])[CH:18]=2)[CH2:7][CH2:8]1. Procedure: Following the procedure of Example 1b, using trans-N-[2-(4-methoxy-1-piperidinyl)cyclopentyl]amine and 3-methoxy-4-chlorobenzoyl chloride there is obtained as product trans-N-[2-(4-methoxy-1-piperidinyl)cyclopentyl]-3-methoxy-4-chlorobenzamide. Starting materials: Cc1c(N)cccc1B1OC(C)(C)C(C)(C)O1, ClCCl, c1ccncc1, O=C(Cl)c1cc2c(s1)CCCC2. The product is Cc1c(NC(=O)c2cc3c(s2)CCCC3)cccc1B1OC(C)(C)C(C)(C)O1. Reaction SMILES: [CH3:1][c:2]1[c:3]([NH2:17])[cH:4][cH:5][cH:6][c:7]1[B:8]1[O:9][C:10]([CH3:15])([CH3:16])[C:11]([CH3:13])([CH3:14])[O:12]1.[Cl:36][CH2:37][Cl:38].[cH:18]1[cH:19][cH:20][n:21][cH:22][cH:23]1.[s:24]1[c:25]2[c:26]([cH:27][c:28]1[C:29](=[O:30])[Cl:31])[CH2:32][CH2:33][CH2:34][CH2:35]2>>[CH3:1][c:2]1[c:3]([NH:17][C:29]([c:28]2[s:24][c:25]3[c:26]([cH:27]2)[CH2:32][CH2:33][CH2:34][CH2:35]3)=[O:30])[cH:4][cH:5][cH:6][c:7]1[B:8]1[O:9][C:10]([CH3:15])([CH3:16])[C:11]([CH3:13])([CH3:14])[O:12]1.